This data is from the Open Reaction Database (ORD), a public repository of structured organic reaction records. The task is: describe an organic reaction: reactants, conditions, products, and yield Reactants: CC1=CC=C(C(C(=O)O)=C1)N (5-Methylanthranilic acid), C(C)(=O)OC(C)=O (acetic anhydride). Yields the product CC1=NC2=C(C(O1)=O)C=C(C=C2)C (2,6-Dimethyl-4H-3,1-benzoxazin-4-one). Reaction SMILES: [CH3:1][C:2]1[CH:10]=[C:6]([C:7]([OH:9])=[O:8])[C:5]([NH2:11])=[CH:4][CH:3]=1.[C:12](OC(=O)C)(=O)[CH3:13]>>[CH3:12][C:13]1[O:8][C:7](=[O:9])[C:6]2[CH:10]=[C:2]([CH3:1])[CH:3]=[CH:4][C:5]=2[N:11]=1. Procedure details: 45.5 g (0.3 mol) of 5-Methylanthranilic acid are refluxed together with 130 g of acetic anhydride for 3 hours. After the solvent has been evaporated in vacuo, the residue is dissolved in 200 ml of dichloromethane, and the solution is filtered through silica gel. The concentrated filtrate is induced to crystallise with isopropyl ether. Starting materials: NC=1C=CC2=C(N(CCO2)C=2SC=3C(NC(CC3N2)(C)C)=O)C1 (2-(6-Amino-2,3-dihydrobenzo[1,4]oxazin-4-yl)-6,6-dimethyl-6,7-dihydro-[1,3]thiazolo[5,4-c]pyridin-4(5H)-one), BrC=1C=CC(=NC1)C (5-bromo-2-methylpyridine), 2-bis(dicyclohexylphosphino)biphenyl, CC(C)([O-])C.[Na+] (sodium tert-butoxide). The reagents and catalysts are C(C)(=O)[O-].[Pd+2].C(C)(=O)[O-] (palladium(II) acetate). Run in C1(=CC=CC=C1)C (toluene). The product is CC1(CC2=C(C(N1)=O)SC(=N2)N2CCOC1=C2C=C(C=C1)NC=1C=NC(=CC1)C)C (6,6-Dimethyl-2-[6-(6-methylpyridin-3-ylamino)-2,3-dihydrobenzo[1,4]oxazin-4-yl]-6,7-dihydro[1,3]thiazolo[5,4-c]pyridin-4(5H)-one). Isolated yield 28.2%. Reaction SMILES: [NH2:1][C:2]1[CH:3]=[CH:4][C:5]2[O:10][CH2:9][CH2:8][N:7]([C:11]3[S:12][C:13]4[C:14](=[O:22])[NH:15][C:16]([CH3:21])([CH3:20])[CH2:17][C:18]=4[N:19]=3)[C:6]=2[CH:23]=1.Br[C:25]1[CH:26]=[CH:27][C:28]([CH3:31])=[N:29][CH:30]=1.CC(C)([O-])C.[Na+]>C1(C)C=CC=CC=1.C([O-])(=O)C.[Pd+2].C([O-])(=O)C>[CH3:20][C:16]1([CH3:21])[NH:15][C:14](=[O:22])[C:13]2[S:12][C:11]([N:7]3[C:6]4[CH:23]=[C:2]([NH:1][C:25]5[CH:30]=[N:29][C:28]([CH3:31])=[CH:27][CH:26]=5)[CH:3]=[CH:4][C:5]=4[O:10][CH2:9][CH2:8]3)=[N:19][C:18]=2[CH2:17]1 |f:2.3,5.6.7|. Reported procedure: A stirred suspension of Example 42 (0.050 g, 0.15 mmol), 5-bromo-2-methylpyridine (0.052 g, 0.30 mmol), palladium(II) acetate (0.010 g), 2-bis(dicyclohexylphosphino)biphenyl (0.030 g) and sodium tert-butoxide (0.044 g, 0.46 mmol) in toluene (5 mL) was heated to 120° C. in a sealed tube, under microwave irradiation, for 5 h. After cooling to r.t., the reaction mixture was concentrated in vacuo. Purification by preparative HPLC (Method 7), gave the title compound (0.0178 g, 28%) as an off-white so... Starting materials: BrCCc1c[nH]c2ccccc12, C1COCCO1, c1nc[nH]n1. Product: c1ccc2c(CCn3cncn3)c[nH]c2c1. As a reaction SMILES: [Br:1][CH2:2][CH2:3][c:4]1[cH:5][nH:6][c:7]2[cH:8][cH:9][cH:10][cH:11][c:12]12.[O:18]1[CH2:19][CH2:20][O:21][CH2:22][CH2:23]1.[nH:13]1[n:14][cH:15][n:16][cH:17]1>>[CH2:2]([CH2:3][c:4]1[cH:5][nH:6][c:7]2[cH:8][cH:9][cH:10][cH:11][c:12]12)[n:13]1[n:14][cH:15][n:16][cH:17]1. The reactants are ClC(Cl)Cl, CC(C)(C)C(=O)C(C(c1ccc(Cl)cc1)n1cncn1)n1cncn1. Yields the product CC(C)(C)C(=O)C(=Cc1ccc(Cl)cc1)n1cncn1. RXN SMILES: [CH:26]([Cl:27])([Cl:28])[Cl:29].[Cl:1][c:2]1[cH:3][cH:4][c:5]([CH:8]([CH:9]([C:10]([C:11]([CH3:12])([CH3:13])[CH3:14])=[O:15])[n:16]2[n:17][cH:18][n:19][cH:20]2)[n:21]2[cH:22][n:23][cH:24][n:25]2)[cH:6][cH:7]1>>[Cl:1][c:2]1[cH:3][cH:4][c:5]([CH:8]=[C:9]([C:10]([C:11]([CH3:12])([CH3:13])[CH3:14])=[O:15])[n:16]2[n:17][cH:18][n:19][cH:20]2)[cH:6][cH:7]1. Reactants: BrCCOC1=C(C=C(C=C1C)C1=NC2=CC(=CC(=C2C(N1)=O)OC)OC)C (2-[4-(2-bromoethoxy)-3,5-dimethylphenyl]-5,7-dimethoxy-3H-quinazolin-4-one), C1NCC2=CC=CC=C12 (isoindoline). The solvent is CN(C)C=O (DMF). Reaction conditions: time 16 hour. The product is C1N(CC2=CC=CC=C12)CCOC1=C(C=C(C=C1C)C1=NC2=CC(=CC(=C2C(N1)=O)OC)OC)C (2-(4-(2-(Isoindolin-2-yl)ethoxy)-3,5-dimethylphenyl)-5,7-dimethoxyquinazolin-4(3H)-one). Reaction SMILES: Br[CH2:2][CH2:3][O:4][C:5]1[C:10]([CH3:11])=[CH:9][C:8]([C:12]2[NH:21][C:20](=[O:22])[C:19]3[C:14](=[CH:15][C:16]([O:25][CH3:26])=[CH:17][C:18]=3[O:23][CH3:24])[N:13]=2)=[CH:7][C:6]=1[CH3:27].[CH2:28]1[C:36]2[C:31](=[CH:32][CH:33]=[CH:34][CH:35]=2)[CH2:30][NH:29]1>CN(C=O)C>[CH2:28]1[C:36]2[C:31](=[CH:32][CH:33]=[CH:34][CH:35]=2)[CH2:30][N:29]1[CH2:2][CH2:3][O:4][C:5]1[C:10]([CH3:11])=[CH:9][C:8]([C:12]2[NH:21][C:20](=[O:22])[C:19]3[C:14](=[CH:15][C:16]([O:25][CH3:26])=[CH:17][C:18]=3[O:23][CH3:24])[N:13]=2)=[CH:7][C:6]=1[CH3:27]. Procedure: To a suspension of 2-[4-(2-bromoethoxy)-3,5-dimethylphenyl]-5,7-dimethoxy-3H-quinazolin-4-one (0.50 g, 1.15 mmol) in anhydrous DMF (9 mL) was added isoindoline (0.41 mL, 3.46 mmol) and the reaction mixture was stirred at room temperature for 16 hours under nitrogen. The solvent was removed under reduced pressure and the residue was triturated with water (50 mL). The separated solid was filtered, washed with water and ether, and dried under vacuum to give the title compound as a white solid. Yiel... Starting materials: C1=CC=CC=2OCC3=C(C(C21)=CCCNC)C=CC=C3 (3-dibenz[b,e]oxepin-11(6H)-ylidene-N-methyl-1-propanamine), BrCCCCCC(=O)C1=CC=C(C=C1)C(C)(C)C (6-bromo-1-[4-(1,1-dimethylethyl)phenyl]-1-hexanone), C([O-])(O)=O.[K+] (potassium bicarbonate), Cl (HCl). Solvent: CCOCC (ether), CN(C)C=O (DMF), CC(C)O (2-propanol), O (water). The product is Cl.C1=CC=CC=2OCC3=C(C(C21)=CCCN(CCCCCC(=O)C2=CC=C(C=C2)C(C)(C)C)C)C=CC=C3 (3-dibenz[b,e]oxepin-11(6H)-ylidene-N-methyl-N-[6-[4-(1,1-dimethylethyl)phenyl]-6-oxohexyl]-1-propanamine hydrochloride). Reaction SMILES: [CH:1]1[C:11]2[C:10](=[CH:12][CH2:13][CH2:14][NH:15][CH3:16])[C:9]3[CH:17]=[CH:18][CH:19]=[CH:20][C:8]=3[CH2:7][O:6][C:5]=2[CH:4]=[CH:3][CH:2]=1.Br[CH2:22][CH2:23][CH2:24][CH2:25][CH2:26][C:27]([C:29]1[CH:34]=[CH:33][C:32]([C:35]([CH3:38])([CH3:37])[CH3:36])=[CH:31][CH:30]=1)=[O:28].C(=O)(O)[O-].[K+].[ClH:44]>CN(C=O)C.O.CC(O)C.CCOCC>[ClH:44].[CH:1]1[C:11]2[C:10](=[CH:12][CH2:13][CH2:14][N:15]([CH3:16])[CH2:22][CH2:23][CH2:24][CH2:25][CH2:26][C:27]([C:29]3[CH:34]=[CH:33][C:32]([C:35]([CH3:38])([CH3:37])[CH3:36])=[CH:31][CH:30]=3)=[O:28])[C:9]3[CH:17]=[CH:18][CH:19]=[CH:20][C:8]=3[CH2:7][O:6][C:5]=2[CH:4]=[CH:3][CH:2]=1 |f:2.3,9.10|. Procedure details: To a stirred solution of 3-dibenz[b,e]oxepin-11(6H)-ylidene-N-methyl-1-propanamine (10.0 g, 0.033 mol) in DMF (80 mL) were added 6-bromo-1-[4-(1,1-dimethylethyl)phenyl]-1-hexanone (10.3 g, 0.033 mol) and potassium bicarbonate (6.6 g, 0.066 mol). The mixture was heated to 75°-80° C. under nitrogen for 28 hours. The reaction was cooled to ambient temperature, diluted with water (300 mL) and extracted with ethyl acetate (2×150 mL). The combined ethyl acetate extracts were washed with water (3×150 m... The reactants are FC(C(=O)OC(C(F)(F)F)=O)(F)F (Trifluoroacetic anhydride), FCC(=O)NO (2-fluoroacetohydroxamic acid). Product: FCC(=O)NOC(C(F)(F)F)=O (N-(fluoroacetyl)-O-(trifluoroacetyl)-hydroxylamine). Isolated yield 93.0%. As a reaction SMILES: FC(F)(F)C([O:5][C:6](=[O:11])[C:7]([F:10])([F:9])[F:8])=O.[F:14][CH2:15][C:16]([NH:18]O)=[O:17]>>[F:14][CH2:15][C:16]([NH:18][O:5][C:6](=[O:11])[C:7]([F:8])([F:9])[F:10])=[O:17]. Procedure details: Trifluoroacetic anhydride, 71 ml (0.5 mol), was added dropwise to a 37.22 g (0.4 mol) sample of powdered 2-fluoroacetohydroxamic acid. The reaction mixture became liquid and warmed spontaneously to 60°. After cooling, the reaction mixture was evaporated to dryness under reduced pressure to give 70.3 g (93%) of N-(fluoroacetyl)-O-(trifluoroacetyl)-hydroxylamine as a colorless, crystalline residue: mp 56°-59°; 1H NMR (CDCl3) δ5.05 ppm (d, J=47 Hz, 2H) and 9.8 ppm (NH); 19F NMR (CDCl3) δ-233.8 ppm ... The reactants are CCOC(=O)Cn1ncc2c1CCCC2NS(=O)(=O)c1cc(Br)cc(C(F)(F)F)c1, CC(C)(C)[O-], CN(C)C=O, [Cl-], [K+], [NH4+], c1ccc(P(c2ccccc2)(c2ccccc2)[Pd](P(c2ccccc2)(c2ccccc2)c2ccccc2)(P(c2ccccc2)(c2ccccc2)c2ccccc2)P(c2ccccc2)(c2ccccc2)c2ccccc2)cc1. Yields the product C=C(C)c1cc(C(F)(F)F)cc(S(=O)(=O)NC2CCCc3c2cnn3CC(=O)OCC)c1. RXN SMILES: [CH2:1]([CH3:2])[O:3][C:4]([CH2:5][n:6]1[n:7][cH:8][c:9]2[c:14]1[CH2:13][CH2:12][CH2:11][CH:10]2[NH:15][S:16](=[O:17])(=[O:18])[c:19]1[cH:20][c:21]([Br:29])[cH:22][c:23]([C:25]([F:26])([F:27])[F:28])[cH:24]1)=[O:30].[CH3:31][C:32]([CH3:33])([CH3:34])[O-:35].[CH3:39][N:40]([CH3:41])[CH:42]=[O:43].[Cl-:37].[K+:36].[NH4+:38].[cH:44]1[cH:45][cH:46][c:47]([P:48]([Pd:49]([P:50]([c:51]2[cH:52][cH:53][cH:54][cH:55][cH:56]2)([c:57]2[cH:58][cH:59][cH:60][cH:61][cH:62]2)[c:63]2[cH:64][cH:65][cH:66][cH:67][cH:68]2)([P:69]([c:70]2[cH:71][cH:72][cH:73][cH:74][cH:75]2)([c:76]2[cH:77][cH:78][cH:79][cH:80][cH:81]2)[c:82]2[cH:83][cH:84][cH:85][cH:86][cH:87]2)[P:88]([c:89]2[cH:90][cH:91][cH:92][cH:93][cH:94]2)([c:95]2[cH:96][cH:97][cH:98][cH:99][cH:100]2)[c:101]2[cH:102][cH:103][cH:104][cH:105][cH:106]2)([c:107]2[cH:108][cH:109][cH:110][cH:111][cH:112]2)[c:113]2[cH:114][cH:115][cH:116][cH:117][cH:118]2)[cH:119][cH:120]1>>[CH2:1]([CH3:2])[O:3][C:4]([CH2:5][n:6]1[n:7][cH:8][c:9]2[c:14]1[CH2:13][CH2:12][CH2:11][CH:10]2[NH:15][S:16](=[O:17])(=[O:18])[c:19]1[cH:20][c:21]([C:32](=[CH2:31])[CH3:33])[cH:22][c:23]([C:25]([F:26])([F:27])[F:28])[cH:24]1)=[O:30].